From a dataset of the Open Reaction Database (ORD), a public repository of structured organic reaction records. describe an organic reaction: reactants, conditions, products, and yield Reactants: C(C1=CC=CC=C1)OC=1C=C(C=CC1)N1N=CN=C1 (1-[3-(benzyloxy)phenyl]-1H-1,2,4-triazole). Reagents/catalysts: [Pd] (Palladium on carbon). The solvent is CO (methanol). Yields the product N1(N=CN=C1)C=1C=C(C=CC1)O (3-(1H-1,2,4-triazol-1-yl)phenol). Reaction SMILES: C([O:8][C:9]1[CH:10]=[C:11]([N:15]2[CH:19]=[N:18][CH:17]=[N:16]2)[CH:12]=[CH:13][CH:14]=1)C1C=CC=CC=1>CO.[Pd]>[N:15]1([C:11]2[CH:10]=[C:9]([OH:8])[CH:14]=[CH:13][CH:12]=2)[CH:19]=[N:18][CH:17]=[N:16]1. Procedure: 1-[3-(benzyloxy)phenyl]-1H-1,2,4-triazole (250 mg, 0.995 mmol) was dissolved in 5 mL methanol. The solution was degassed and backfilled with nitrogen. Palladium on carbon (10% w/w, 106 mg, 0.1 mmol) was then added. The reaction vessel was degassed and backfilled with hydrogen 3 times and stirred under a hydrogen balloon at room temperature. The reaction was stirred overnight. It was then diluted with 5 mL acetone and filtered through a plug of silica gel (5 g), which was washed thoroughly with a... Procedure details: A solution of 5-[2-(isopropyloxycarbonylamino)ethylthio]imidazo[1,2-a]pyridine (279 mg, 1 mmoles) in methanol (10 ml) was treated with hydrogen chloride-methanol. After the solvent was distilled off, the residue was crystallized from isopropanol-ethyl acetate-methanol. The crystals thus obtained were washed with water and dried to obtain 290 mg of the desired product (92.1%, colorless crystals). Starting materials: C(C)(C)OC(=O)NCCSC1=CC=CC=2N1C=CN2 (5-[2-(isopropyloxycarbonylamino)ethylthio]imidazo[1,2-a]pyridine), Cl.CO (hydrogen chloride methanol). Yield: 92.1%. The product is Cl.C(C)(C)OC(=O)NCCSC1=CC=CC=2N1C=CN2 (5-[2-(isopropyloxycarbonylamino)ethylthio]imidazo[1,2-a]pyridine hydrochloride). As a reaction SMILES: [CH:1]([O:4][C:5]([NH:7][CH2:8][CH2:9][S:10][C:11]1[N:16]2[CH:17]=[CH:18][N:19]=[C:15]2[CH:14]=[CH:13][CH:12]=1)=[O:6])([CH3:3])[CH3:2].[ClH:20].CO>CO>[ClH:20].[CH:1]([O:4][C:5]([NH:7][CH2:8][CH2:9][S:10][C:11]1[N:16]2[CH:17]=[CH:18][N:19]=[C:15]2[CH:14]=[CH:13][CH:12]=1)=[O:6])([CH3:3])[CH3:2] |f:1.2,4.5|. Solvent: CO (methanol). Starting materials: OCC=1N(C=CN1)CCCCC (2-hydroxymethyl-1-pentylimidazole), S(=O)(Cl)Cl (thionyl chloride). Run at temperature 90 celsius. Yields the product Cl.ClCC=1N(C=CN1)CCCCC (2-chloromethyl-1-pentylimidazole hydrochloride). As a reaction SMILES: O[CH2:2][C:3]1[N:4]([CH2:8][CH2:9][CH2:10][CH2:11][CH3:12])[CH:5]=[CH:6][N:7]=1.S(Cl)([Cl:15])=O>>[ClH:15].[Cl:15][CH2:2][C:3]1[N:4]([CH2:8][CH2:9][CH2:10][CH2:11][CH3:12])[CH:5]=[CH:6][N:7]=1 |f:2.3|. Procedure details: To 2-hydroxymethyl-1-pentylimidazole (3.8 g) was added thionyl chloride (38 ml) at 0° C., and the mixture was heated for 30 minutes under nitrogen atmosphere at 90° C. The mixture was allowed to be at room temperature. The solvent was distilled off under reduced pressure and the obtained residue was recrystallized from methanol-ethyl acetate, to give 2-chloromethyl-1-pentylimidazole hydrochloride (3.00 g) as brown crystals. Run in CN(C)C=O (DMF). As a reaction SMILES: CC(C)([O-])C.[K+].[CH3:7][O:8][C:9]1[CH:10]=[C:11]2[C:17]3[CH2:18][CH2:19][N:20]4[C:25]([C:16]=3[NH:15][C:12]2=[CH:13][CH:14]=1)=[C:24]([CH2:26][CH3:27])[CH2:23][CH2:22][C:21]4=[S:28].O.Cl>CN(C=O)C>[CH3:7][O:8][C:9]1[CH:10]=[C:11]2[C:17]3[CH:18]=[CH:19][N:20]4[C:25]([C:16]=3[NH:15][C:12]2=[CH:13][CH:14]=1)=[C:24]([CH2:26][CH3:27])[CH2:23][CH2:22][C:21]4=[S:28] |f:0.1|. The product is COC=1C=C2C(=CC1)NC1=C2C=CN2C(CCC(=C12)CC)=S (9-methoxy-1-ethyl-2,3,4,12-tetrahydroindolo[2,3-a]quinolizine-4-thione). Starting materials: CC(C)([O-])C.[K+] (Potassium tert-butoxide), COC=1C=C2C(=CC1)NC1=C2CCN2C(CCC(=C12)CC)=S (9-methoxy-1-ethyl-2,3,4,6,7,12-hexahydroindolo[2,3-a]quinolizine-4-thione), O (Water), Cl (hydrochloric acid). Reaction conditions: time 8 hour. Reported procedure: Potassium tert-butoxide (665 mg, 5.9 mmol) is added to a solution of 9-methoxy-1-ethyl-2,3,4,6,7,12-hexahydroindolo[2,3-a]quinolizine-4-thione (500 mg, 1.6 mmol) in DMF (42 ml). After placing the reaction assembly under vacuum, the mixture is stirred under normal oxygen pressure overnight. Water (15 ml) and concentrated hydrochloric acid (3 ml) are then successively added. The solution is stored in a refrigerator for 4 hours. After filtration, 9-methoxy-1-ethyl-2,3,4,12-tetrahydroindolo[2,3-a]qu... Starting materials: BrCCBr, CC1=Cc2cc(C(C)(C)C)cc(Br)c2C1, C1CCOC1, C[Si](C)(Cl)Cl, [Mg]. Product: CC1=Cc2cc(C(C)(C)C)cc([Si](C)(C)Cl)c2C1. Reaction SMILES: [Br:2][CH2:3][CH2:4][Br:5].[C:6]([CH3:7])([CH3:8])([CH3:9])[c:10]1[cH:11][c:12]2[c:16]([c:17]([Br:19])[cH:18]1)[CH2:15][C:14]([CH3:20])=[CH:13]2.[CH2:26]1[O:27][CH2:28][CH2:29][CH2:30]1.[Cl:21][Si:22]([CH3:23])([CH3:24])[Cl:25].[Mg:1]>>[C:6]([CH3:7])([CH3:8])([CH3:9])[c:10]1[cH:11][c:12]2[c:16]([c:17]([Si:22]([Cl:21])([CH3:23])[CH3:24])[cH:18]1)[CH2:15][C:14]([CH3:20])=[CH:13]2. Starting materials: CCOC(=O)c1c(Oc2cccc(OC)c2)cccc1Oc1ccc2c(c1)OCO2, CO, [K+], [OH-]. Product: COc1cccc(Oc2cccc(Oc3ccc4c(c3)OCO4)c2C(=O)O)c1. As a reaction SMILES: [CH2:3]([CH3:4])[O:5][C:6]([c:7]1[c:8]([O:23][c:24]2[cH:25][c:26]([O:30][CH3:31])[cH:27][cH:28][cH:29]2)[cH:9][cH:10][cH:11][c:12]1[O:13][c:14]1[cH:15][c:16]2[c:17]([cH:18][cH:19]1)[O:20][CH2:21][O:22]2)=[O:32].[CH3:33][OH:34].[K+:2].[OH-:1]>>[O:5]=[C:6]([c:7]1[c:8]([O:23][c:24]2[cH:25][c:26]([O:30][CH3:31])[cH:27][cH:28][cH:29]2)[cH:9][cH:10][cH:11][c:12]1[O:13][c:14]1[cH:15][c:16]2[c:17]([cH:18][cH:19]1)[O:20][CH2:21][O:22]2)[OH:32].